Dataset: the Open Reaction Database (ORD), a public repository of structured organic reaction records. Task: describe an organic reaction: reactants, conditions, products, and yield Reactants: CC#N, CCN(C(C)C)C(C)C, ClCCl, Cl, COC(=O)CCC(C(N)=O)N1Cc2c(OCc3ccc(CBr)cc3)cccc2C1=O, C1CNCCOC1. Yields the product COC(=O)CCC(C(N)=O)N1Cc2c(OCc3ccc(CN4CCCOCC4)cc3)cccc2C1=O. As a reaction SMILES: [CH3:51][C:52]#[N:53].[CH:39]([N:40]([CH2:41][CH3:42])[CH:43]([CH3:44])[CH3:45])([CH3:46])[CH3:47].[Cl:48][CH2:49][Cl:50].[ClH:31].[NH2:1][C:2]([CH:3]([CH2:4][CH2:5][C:6](=[O:7])[O:8][CH3:9])[N:10]1[C:11](=[O:29])[c:12]2[cH:13][cH:14][cH:15][c:16]([O:19][CH2:20][c:21]3[cH:22][cH:23][c:24]([CH2:27][Br:28])[cH:25][cH:26]3)[c:17]2[CH2:18]1)=[O:30].[O:32]1[CH2:33][CH2:34][NH:35][CH2:36][CH2:37][CH2:38]1>>[NH2:1][C:2]([CH:3]([CH2:4][CH2:5][C:6](=[O:7])[O:8][CH3:9])[N:10]1[C:11](=[O:29])[c:12]2[cH:13][cH:14][cH:15][c:16]([O:19][CH2:20][c:21]3[cH:22][cH:23][c:24]([CH2:27][N:35]4[CH2:34][CH2:33][O:32][CH2:38][CH2:37][CH2:36]4)[cH:25][cH:26]3)[c:17]2[CH2:18]1)=[O:30]. Starting materials: poly-4-hydroxystyrene, C(=C)OCC (ethyl vinyl ether), C(C)(=O)OCC (ethyl acetate), C1(=CC=C(C=C1)S(=O)(=O)O)C (para-toluenesulfonic acid). The solvent is C(C)N(CC)CC (triethylamine). Conditions: time 3 hour. Product: C(C)OCCOC1=CC=C(C=C)C=C1.OC1=CC=C(C=C)C=C1 (p-1-ethoxyethoxystyrene p-hydroxystyrene), C(C)(=O)OC(COC)C (propylene glycol monomethyl ether acetate). Reaction SMILES: [CH:1]([O:3][CH2:4][CH3:5])=[CH2:2].[C:6]([O:9][CH2:10][CH3:11])(=[O:8])[CH3:7].[C:12]1([CH3:22])[CH:17]=[CH:16]C(S(O)(=O)=O)=[CH:14][CH:13]=1>C(N(CC)CC)C>[CH2:1]([O:3][CH2:4][CH2:5][O:9][C:10]1[CH:11]=[CH:22][C:12]([CH:17]=[CH2:16])=[CH:13][CH:14]=1)[CH3:2].[OH:3][C:4]1[CH:5]=[CH:22][C:12]([CH:17]=[CH2:16])=[CH:13][CH:14]=1.[C:6]([O:9][CH:10]([CH3:12])[CH2:11][O:3][CH3:1])(=[O:8])[CH3:7] |f:4.5|. Reported procedure: Into a 500 ml-volume three-neck flask, 72.1 g of poly-4-hydroxystyrene (VP-8000, produced by Nippon Soda Co., Ltd.), 16.4 g of ethyl vinyl ether and 300 ml of ethyl acetate were charged. A catalytic amount of para-toluenesulfonic acid was added thereto, and reaction was allowed to proceed at room temperature for 3 hours in a nitrogen stream. After adding a small amount of triethylamine, the mixture was washed with pure water. Propylene glycol monomethyl ether acetate was added to the ethyl aceta... The reactants are C(=O)C=1C=C(NC1)C(=O)OCC (Ethyl 4-formyl-1H-pyrrole-2-carboxylate), CNC (dimethylamine), [BH-](OC(=O)C)(OC(=O)C)OC(=O)C.[Na+] (NaBH(OAc)3). Conditions: time 8 hour. Yields the product CN(C)CC=1C=C(NC1)C(=O)OCC (Ethyl 4-[(dimethylamino)methyl]-1H-pyrrole-2-carboxylate). Reaction SMILES: [CH:1]([C:3]1[CH:4]=[C:5]([C:8]([O:10][CH2:11][CH3:12])=[O:9])[NH:6][CH:7]=1)=O.[CH3:13][NH:14][CH3:15].[BH-](OC(C)=O)(OC(C)=O)OC(C)=O.[Na+]>>[CH3:13][N:14]([CH2:1][C:3]1[CH:4]=[C:5]([C:8]([O:10][CH2:11][CH3:12])=[O:9])[NH:6][CH:7]=1)[CH3:15] |f:2.3|. Reported procedure: To a solution of the compound obtained in Step C and dimethylamine (1.1 eq.) there is added, in portions, NaBH(OAc)3 (952 mg). The mixture is stirred overnight at ambient temperature. After evaporation to dryness, the residue is taken up in CH2Cl2 and water. The aqueous phase is extracted with CH2Cl2. The organic phases are combined and then extracted with aqueous 1N HCl solution. The aqueous phase is made alkaline and is then extracted with CH2Cl2. The organic phase is dried over magnesium sulp... Starting materials: Cl(=O)[O-].[Na+] (sodium chlorite), O.P(=O)(O)(O)[O-].[Na+] (sodium dihydrogenphosphate monohydrate), CC(C)(C)OC(=O)N(C(=O)OC(C)(C)C)C=1NC(=C(N1)Br)C=O (bis(1,1-dimethylethyl)(4-bromo-5-formyl-1H-imidazol-2-yl)imidodicarbonate), CC(C)=CC (2-methyl-2-butene). Run in O (water), C1CCOC1 (THF), CC(C)(C)O (t-BuOH). Reaction conditions: time 8 hour. Product: CC(C)(C)OC(=O)N(C=1NC(=C(N1)Br)C(=O)O)C(=O)OC(C)(C)C (2-(bis{[(1,1-dimethylethyl)oxy]carbonyl}amino)-4-bromo-1H-imidazole-5-carboxylic acid). The yield is 30.1%. As a reaction SMILES: Cl([O-])=O.[Na+].[OH2:5].P([O-])(O)(O)=O.[Na+].[CH3:12][C:13]([O:16][C:17]([N:19]([C:27]1[NH:28][C:29]([CH:33]=[O:34])=[C:30]([Br:32])[N:31]=1)[C:20]([O:22][C:23]([CH3:26])([CH3:25])[CH3:24])=[O:21])=[O:18])([CH3:15])[CH3:14].CC(=CC)C>O.C1COCC1.CC(O)(C)C>[CH3:26][C:23]([O:22][C:20]([N:19]([C:17]([O:16][C:13]([CH3:12])([CH3:14])[CH3:15])=[O:18])[C:27]1[NH:28][C:29]([C:33]([OH:5])=[O:34])=[C:30]([Br:32])[N:31]=1)=[O:21])([CH3:24])[CH3:25] |f:0.1,2.3.4|. Procedure details: A solution of sodium chlorite (0.348 g, 3.84 mmol) and sodium dihydrogenphosphate monohydrate (0.318 g, 2.306 mmol) in water (4 mL) was added to a solution of bis(1,1-dimethylethyl)(4-bromo-5-formyl-1H-imidazol-2-yl)imidodicarbonate (0.150 g, 0.384 mmol), 2-methyl-2-butene (2M in THF) (2.402 mL, 4.80 mmol), t-BuOH (2 mL) and THF (6 mL). The mixture was stirred at RT overnight and extracted with EtOAc. The organic layer was dried over sodium sulfate and concentrated. The residue was triturated wi... Reactants: ClC(C1=NC(=NO1)C1=CC(=NC=C1)N1CCN(CC1)C(=O)OCC(C)(C)C)(Cl)Cl (2,2-Dimethylpropyl 4-{4-[5-(trichloromethyl)-1,2,4-oxadiazol-3-yl]pyridin-2-yl}-1-piperazinecarboxylate), [BH4-].[Na+] (sodium borohydride). The solvent is CO (methanol), C(C)(=O)OCC (ethyl acetate). Conditions: time 10 minute. The product is O1N=C(N=C1)C1=CC(=NC=C1)N1CCN(CC1)C(=O)OCC(C)(C)C (2,2-Dimethylpropyl 4-[4-(1,2,4-oxadiazol-3-yl)pyridin-2-yl]-1-piperazinecarboxylate). Yield: 52.8%. RXN SMILES: ClC(Cl)(Cl)[C:3]1[O:7][N:6]=[C:5]([C:8]2[CH:13]=[CH:12][N:11]=[C:10]([N:14]3[CH2:19][CH2:18][N:17]([C:20]([O:22][CH2:23][C:24]([CH3:27])([CH3:26])[CH3:25])=[O:21])[CH2:16][CH2:15]3)[CH:9]=2)[N:4]=1.[BH4-].[Na+]>CO.C(OCC)(=O)C>[O:7]1[CH:3]=[N:4][C:5]([C:8]2[CH:13]=[CH:12][N:11]=[C:10]([N:14]3[CH2:19][CH2:18][N:17]([C:20]([O:22][CH2:23][C:24]([CH3:27])([CH3:26])[CH3:25])=[O:21])[CH2:16][CH2:15]3)[CH:9]=2)=[N:6]1 |f:1.2|. Procedure: 2,2-Dimethylpropyl 4-[4-(5-trichloromethyl-1,2,4-oxadiazol-3-yl)pyridin-2-yl]-1-piperazinecarboxylate (23.1 mg) obtained in Example 32 was dissolved in methanol (2 mL), and sodium borohydride (10 mg) was added thereto and stirred at room temperature for 10 minutes. Then, the reaction liquid was diluted with ethyl acetate, washed with water and saturated saline water, and dried with anhydrous sodium sulfate. The solvent was evaporated away, and the resulting residue was isolated and purified thro... As a reaction SMILES: [CH3:37][OH:38].[CH3:3][O:4][C:5]([c:6]1[c:7]([Cl:35])[cH:8][c:9]([NH:12][C:13](=[O:14])[c:15]2[cH:16][cH:17][c:18]3[c:23]([cH:24]2)[N:22]([S:25](=[O:26])(=[O:27])[c:28]2[cH:29][c:30]([F:34])[cH:31][cH:32][cH:33]2)[CH2:21][CH2:20][CH2:19]3)[cH:10][cH:11]1)=[O:36].[K+:2].[O:39]1[CH2:40][CH2:41][CH2:42][CH2:43]1.[OH-:1]>>[O:4]=[C:5]([c:6]1[c:7]([Cl:35])[cH:8][c:9]([NH:12][C:13](=[O:14])[c:15]2[cH:16][cH:17][c:18]3[c:23]([cH:24]2)[N:22]([S:25](=[O:26])(=[O:27])[c:28]2[cH:29][c:30]([F:34])[cH:31][cH:32][cH:33]2)[CH2:21][CH2:20][CH2:19]3)[cH:10][cH:11]1)[OH:36]. Yields the product O=C(Nc1ccc(C(=O)O)c(Cl)c1)c1ccc2c(c1)N(S(=O)(=O)c1cccc(F)c1)CCC2. Reactants: CO, COC(=O)c1ccc(NC(=O)c2ccc3c(c2)N(S(=O)(=O)c2cccc(F)c2)CCC3)cc1Cl, [K+], C1CCOC1, [OH-]. The reactants are BrC=1C(C(OC1C1=CC=C(C=C1)S(=O)(=O)C)(C)C)=O (4-bromo-2,2-dimethyl-5-{4-(methylsulfonyl)phenyl}-3(2H)-furanone), C([O-])([O-])=O.[Na+].[Na+] (sodium carbonate), C1OC=2C=C(C=CC2O1)B(O)O ((3,4-methylenedioxy)benzeneboronic acid). The reagents and catalysts are C=1C=CC(=CC1)[P](C=2C=CC=CC2)(C=3C=CC=CC3)[Pd]([P](C=4C=CC=CC4)(C=5C=CC=CC5)C=6C=CC=CC6)([P](C=7C=CC=CC7)(C=8C=CC=CC8)C=9C=CC=CC9)[P](C=1C=CC=CC1)(C=1C=CC=CC1)C=1C=CC=CC1 (tetrakis(triphenylphosphine)palladium(0)). Run in C1(=CC=CC=C1)C (toluene), C(C)O (ethanol). Run at temperature 90 celsius, time 12 hour. Product: CC1(OC(=C(C1=O)C1=CC2=C(C=C1)OCO2)C2=CC=C(C=C2)S(=O)(=O)C)C (2,2-dimethyl-4-(3,4-methylenedioxyphenyl)-5-{4-(methylsulfonyl)phenyl}-3(2H)-furanone). Yield: 44.7%. As a reaction SMILES: Br[C:2]1[C:3](=[O:19])[C:4]([CH3:18])([CH3:17])[O:5][C:6]=1[C:7]1[CH:12]=[CH:11][C:10]([S:13]([CH3:16])(=[O:15])=[O:14])=[CH:9][CH:8]=1.C(=O)([O-])[O-].[Na+].[Na+].[CH2:26]1[O:34][C:33]2[CH:32]=[CH:31][C:30](B(O)O)=[CH:29][C:28]=2[O:27]1>C1(C)C=CC=CC=1.C(O)C.C1C=CC([P]([Pd]([P](C2C=CC=CC=2)(C2C=CC=CC=2)C2C=CC=CC=2)([P](C2C=CC=CC=2)(C2C=CC=CC=2)C2C=CC=CC=2)[P](C2C=CC=CC=2)(C2C=CC=CC=2)C2C=CC=CC=2)(C2C=CC=CC=2)C2C=CC=CC=2)=CC=1>[CH3:17][C:4]1([CH3:18])[C:3](=[O:19])[C:2]([C:31]2[CH:30]=[CH:29][C:28]3[O:27][CH2:26][O:34][C:33]=3[CH:32]=2)=[C:6]([C:7]2[CH:12]=[CH:11][C:10]([S:13]([CH3:16])(=[O:15])=[O:14])=[CH:9][CH:8]=2)[O:5]1 |f:1.2.3,^1:51,53,72,91|. Reported procedure: To a stirred solution of 4-bromo-2,2-dimethyl-5-{4-(methylsulfonyl)phenyl}-3(2H)-furanone (200 mg) in 30 ml toluene and 10 ml ethanol, were added 25 mg of tetrakis(triphenylphosphine)palladium(0), 10 ml of saturated aqueous sodium carbonate, and 150 mg of (3,4-methylenedioxy)benzeneboronic acid. The reaction solution was stirred at 90° C. for 12 hours. Then the solvent was removed under reduced pressure. The resulting residue was extracted with water and dichloromethane. The organic layer was co... The reactants are CC1=C(C(=NO1)C1=CC=C(C=C1)C(F)(F)F)CO (5-methyl-3-(4-trifluoromethylphenyl)-4-isoxazolylmethanol), S(=O)(Cl)Cl (thionyl chloride). Run at temperature 0 celsius, time 30 minute. Yields the product ClCC=1C(=NOC1C)C1=CC=C(C=C1)C(F)(F)F (4-chloromethyl-5-methyl-3-(4-trifluoromethylphenyl)isoxazole). Yield: 80.0%. Reaction SMILES: [CH3:1][C:2]1[O:6][N:5]=[C:4]([C:7]2[CH:12]=[CH:11][C:10]([C:13]([F:16])([F:15])[F:14])=[CH:9][CH:8]=2)[C:3]=1[CH2:17]O.S(Cl)([Cl:21])=O>>[Cl:21][CH2:17][C:3]1[C:4]([C:7]2[CH:12]=[CH:11][C:10]([C:13]([F:16])([F:15])[F:14])=[CH:9][CH:8]=2)=[N:5][O:6][C:2]=1[CH3:1]. Procedure: A mixture of 5-methyl-3-(4-trifluoromethylphenyl)-4-isoxazolylmethanol (1.75 g) and thionyl chloride (5.0 ml) was stirred at 0° C. for 30 min. The reaction mixture was concentrated, saturated aqueous sodium hydrogencarbonate was added to the residue, and the mixture was extracted with ethyl acetate. The ethyl acetate layer was washed with saturated brine, dried (MgSO4) and concentrated. The obtained colorless crystals were filtrated to give 4-chloromethyl-5-methyl-3-(4-trifluoromethylphenyl)isox...